From a dataset of the Open Reaction Database (ORD), a public repository of structured organic reaction records. describe an organic reaction: reactants, conditions, products, and yield The reactants are C1CCNCC1, ClCCl, COC(=O)c1ccc(C)c(S(=O)(=O)O)n1, CN(C)C=O, O=S(Cl)Cl. The product is COC(=O)c1ccc(C)c(S(=O)(=O)N2CCCCC2)n1. Reaction SMILES: [CH2:25]1[CH2:26][CH2:27][NH:28][CH2:29][CH2:30]1.[CH2:31]([Cl:32])[Cl:33].[CH3:1][O:2][C:3](=[O:4])[c:5]1[n:6][c:7]([S:12](=[O:13])(=[O:14])[OH:15])[c:8]([CH3:11])[cH:9][cH:10]1.[O:20]=[CH:21][N:22]([CH3:23])[CH3:24].[S:16]([Cl:17])([Cl:18])=[O:19]>>[CH3:1][O:2][C:3](=[O:4])[c:5]1[n:6][c:7]([S:12](=[O:14])(=[O:15])[N:28]2[CH2:27][CH2:26][CH2:25][CH2:30][CH2:29]2)[c:8]([CH3:11])[cH:9][cH:10]1. Reactants: FC1=CC2=C(C(=NO2)C2CCN(CC2)CCCNC2=C(C=C(C=C2)C(C)=O)O)C=C1 (1-[4-[3-[4-(6-fluoro-1,2-benzisoxazol-3-yl)-1-piperidinyl]propylamino]-3-hydroxyphenyl]ethanone), [H-].[Na+] (sodium hydride), oil, CI (methyl iodide), O (water). Run in CN(C=O)C (dimethylformamide), CN(C=O)C (dimethylformamide). Conditions: time 15 minute. Product: FC1=CC2=C(C(=NO2)C2CCN(CC2)CCCNC2=C(C=C(C=C2)C(C)=O)OC)C=C1 (1-[4-[3-[4-(6-Fluoro-1,2-benzisoxazol-3-yl)-1-piperidinyl]propylamino]-3-methoxy-phenyl]ethanone). Yield: 164.5%. RXN SMILES: [H-].[Na+].[F:3][C:4]1[CH:32]=[CH:31][C:7]2[C:8]([CH:11]3[CH2:16][CH2:15][N:14]([CH2:17][CH2:18][CH2:19][NH:20][C:21]4[CH:26]=[CH:25][C:24]([C:27](=[O:29])[CH3:28])=[CH:23][C:22]=4[OH:30])[CH2:13][CH2:12]3)=[N:9][O:10][C:6]=2[CH:5]=1.[CH3:33]I.O>CN(C)C=O>[F:3][C:4]1[CH:32]=[CH:31][C:7]2[C:8]([CH:11]3[CH2:16][CH2:15][N:14]([CH2:17][CH2:18][CH2:19][NH:20][C:21]4[CH:26]=[CH:25][C:24]([C:27](=[O:29])[CH3:28])=[CH:23][C:22]=4[O:30][CH3:33])[CH2:13][CH2:12]3)=[N:9][O:10][C:6]=2[CH:5]=1 |f:0.1|. Reported procedure: To a stirred suspension of sodium hydride (0.37 g, 7 mmol of a 50% oil dispersion) in dimethylformiamide (20 ml) was added, dropwise, 1-[4-[3-[4-(6-fluoro-1,2-benzisoxazol-3-yl)-1-piperidinyl]propylamino]-3-hydroxyphenyl]ethanone (2.9 g, 7 mmol) dissolved in dimethylformamide (25 ml). The reaction was stirred at ambient temperature for 15 minutes, and then it was cooled with an ice bath to about 5° C., whereupon methyl iodide (1.0 g, 7 mmol) in dimethylformamide (1 ml) was added dropwise. The re...